Dataset: the Open Reaction Database (ORD), a public repository of structured organic reaction records. Task: describe an organic reaction: reactants, conditions, products, and yield Reactants: CNC(C)C, CC#N, COc1ccc(-c2c(OC(C)C)c(=O)c2=O)cc1. Product: COc1ccc(-c2c(N(C)C(C)C)c(=O)c2=O)cc1. Reaction SMILES: [CH3:19][NH:20][CH:21]([CH3:22])[CH3:23].[CH3:24][C:25]#[N:26].[CH:1]([O:2][c:5]1[c:6](=[O:18])[c:7](=[O:17])[c:8]1-[c:9]1[cH:10][cH:11][c:12]([O:15][CH3:16])[cH:13][cH:14]1)([CH3:3])[CH3:4]>>[c:5]1([N:20]([CH3:19])[CH:21]([CH3:22])[CH3:23])[c:6](=[O:18])[c:7](=[O:17])[c:8]1-[c:9]1[cH:10][cH:11][c:12]([O:15][CH3:16])[cH:13][cH:14]1. The reactants are C(C(C)=C)NC1=C(N=NC(=C1)Cl)NN (4-methallylamino-6-chloro-3-hydrazinopyridazine), [OH-].[Na+] (sodium hydroxide), [H][H] (hydrogen), solution. Reagents/catalysts: [Pd] (palladium on carbon). Run in CO (methanol), CO (methanol). Run at time 4 hour. The product is C(C(C)C)NC1=C(N=NC=C1)NN (4-isobutylamino-3-hydrazinopyridazine). Reaction SMILES: [CH2:1]([NH:5][C:6]1[CH:11]=[C:10](Cl)[N:9]=[N:8][C:7]=1[NH:13][NH2:14])[C:2](=[CH2:4])[CH3:3].[OH-].[Na+].[H][H]>CO.[Pd]>[CH2:1]([NH:5][C:6]1[CH:11]=[CH:10][N:9]=[N:8][C:7]=1[NH:13][NH2:14])[CH:2]([CH3:4])[CH3:3] |f:1.2|. Reported procedure: A solution of 4.0 of 4-methallylamino-6-chloro-3-hydrazinopyridazine in 150 ml. of methanol and 50 ml. of 0.5 N sodium hydroxide in methanol are charged into a Paar shaker. To this solution 2.0 g. of 10% palladium on carbon is added. The Paar shaker is charged with hydrogen at room temperature to an initial pressure of 50 psi and shaken. After about 4 hours, the reaction mixture is filtered, the solvent evaporated and the residue extracted with chloroform. The chloroform is evaporated off and th... Reactants: P(OCC)(OCC)OCC (triethyl phosphite), BrCC1=C(C=C(C=C1)NC(C(F)(F)F)=O)C(F)(F)F (N-(4-bromomethyl-3-trifluoromethyl-phenyl)-2,2,2-trifluoro-acetamide). Solvent: C1(=CC=CC=C1)C (toluene). Conditions: time 18 hour. Product: C(C)OP(OCC)(=O)CC1=C(C=C(C=C1)NC(C(F)(F)F)=O)C(F)(F)F ([4-(2,2,2-Trifluoro-acetylamino)-2-trifluoromethyl-benzyl]-phosphonic acid diethyl ester). Reaction SMILES: [P:1]([O:8][CH2:9][CH3:10])([O:5][CH2:6][CH3:7])[O:2]CC.Br[CH2:12][C:13]1[CH:18]=[CH:17][C:16]([NH:19][C:20](=[O:25])[C:21]([F:24])([F:23])[F:22])=[CH:15][C:14]=1[C:26]([F:29])([F:28])[F:27]>C1(C)C=CC=CC=1>[CH2:9]([O:8][P:1]([CH2:12][C:13]1[CH:18]=[CH:17][C:16]([NH:19][C:20](=[O:25])[C:21]([F:24])([F:23])[F:22])=[CH:15][C:14]=1[C:26]([F:27])([F:28])[F:29])(=[O:2])[O:5][CH2:6][CH3:7])[CH3:10]. Procedure details: 6 ml of triethyl phosphite are added to a suspension of 10 g N-(4-bromomethyl-3-trifluoromethyl-phenyl)-2,2,2-trifluoro-acetamide (obtainable according to WO 2005051366) in 60 ml of toluene. The mixture obtained is stirred for 18 hours at reflux, allowed to cool to rt and concentrated. The concentrate obtained is triturated in Et2O. [4-(2,2,2-Trifluoro-acetylamino)-2-trifluoromethyl-benzyl]-phosphonic acid diethyl ester is obtained in the form of a solid: ES-MS: 406.0 [M−H]−; tR=4.41 min (System... The reactants are C(C)(=O)OCC (Ethyl acetate), FCCNC(OC(C)(C)C)=O (tert-butyl (2-fluoroethyl)carbamate), IC (iodomethane), [H-].[Na+] (sodium hydride). The solvent is CN(C=O)C (N,N-dimethylformamide). Conditions: temperature 0 celsius, time 30 minute. Product: FCCN(C(OC(C)(C)C)=O)C (tert-Butyl (2-fluoroethyl)methylcarbamate). The yield is 45.0%. Reaction SMILES: [F:1][CH2:2][CH2:3][NH:4][C:5](=[O:11])[O:6][C:7]([CH3:10])([CH3:9])[CH3:8].[H-].[Na+].IC.[C:16](OCC)(=O)C>CN(C)C=O>[F:1][CH2:2][CH2:3][N:4]([CH3:16])[C:5](=[O:11])[O:6][C:7]([CH3:8])([CH3:10])[CH3:9] |f:1.2|. Procedure details: Under nitrogen atmosphere, tert-butyl (2-fluoroethyl)carbamate (I-286) (2 g, 20.1 mmol) was dissolved in N,N-dimethylformamide (50 ml), then sodium hydride (55%, w/w) (803 mg, 18.4 mmol) was added to the solution at 0° C., followed by stirring at 0° C. for 30 minutes. After 30 minutes, iodomethane (1.2 ml, 19.7 mmol) was added, followed by stirring at room temperature for 19 hours. Ethyl acetate was added to the reaction liquid, followed by washing with saturated brine. The organic layer was dri... The reactants are OC1=C(C=CC=C1)CC(=O)O (2-(2-Hydroxyphenyl)acetic acid), O.C1(=CC=C(C=C1)S(=O)(=O)O)C (p-Toluenesulfonic acid monohydrate). The solvent is C(C)O (ethanol). Yields the product OC1=C(C=CC=C1)CC(=O)OCC (Ethyl 2-(2-hydroxyphenyl)acetate). RXN SMILES: [OH:1][C:2]1[CH:7]=[CH:6][CH:5]=[CH:4][C:3]=1[CH2:8][C:9]([OH:11])=[O:10].O.[C:13]1(C)C=CC(S(O)(=O)=O)=C[CH:14]=1>C(O)C>[OH:1][C:2]1[CH:7]=[CH:6][CH:5]=[CH:4][C:3]=1[CH2:8][C:9]([O:11][CH2:13][CH3:14])=[O:10] |f:1.2|. Procedure: The stirred solution of 2-(2-Hydroxyphenyl)acetic acid (10 g, 65.7 mmol) and p-Toluenesulfonic acid monohydrate (1.40 g, 7.3 mmol) in abs ethanol (100 ml) was refluxed for 4 hours or until all the starting material is consumed. The reaction mixture was concentrated, diluted with ethyl acetate and washed with 1M HCl and brine. The organic layer was dried over Na2SO4, filtered, concentrated, and purified by flash chromatography on a silica gel column (hex:ethyl acetate 2:1) to give the title compo...